From a dataset of the Open Reaction Database (ORD), a public repository of structured organic reaction records. describe an organic reaction: reactants, conditions, products, and yield Reactants: [N+](=O)([O-])C1=CC(=C(OCCN(C)CCC2=CC(=C(C=C2)OC)OC)C=C1)N1C=CC=C1 (1-[4-nitro-2-(1H-pyrrol-1-yl)phenoxy]-2-[N-(3,4-dimethoxyphenethyl)-N-methylamino]ethane), ( 3 ), [H][H] (hydrogen). The reagents and catalysts are [Pd] (Pd/C). Solvent: C(C)(=O)OCC (ethyl acetate), CO (methanol). Yields the product NC1=CC(=C(OCCN(C)CCC2=CC(=C(C=C2)OC)OC)C=C1)N1C=CC=C1 (1-[4-amino-2-(1H-pyrrol-1-yl)phenoxy]-2-[N-(3,4-dimethoxyphenethyl)-N-methylamino]ethane). Isolated yield 99.1%. Reaction SMILES: [N+:1]([C:4]1[CH:26]=[CH:25][C:7]([O:8][CH2:9][CH2:10][N:11]([CH2:13][CH2:14][C:15]2[CH:20]=[CH:19][C:18]([O:21][CH3:22])=[C:17]([O:23][CH3:24])[CH:16]=2)[CH3:12])=[C:6]([N:27]2[CH:31]=[CH:30][CH:29]=[CH:28]2)[CH:5]=1)([O-])=O.[H][H]>C(OCC)(=O)C.CO.[Pd]>[NH2:1][C:4]1[CH:26]=[CH:25][C:7]([O:8][CH2:9][CH2:10][N:11]([CH2:13][CH2:14][C:15]2[CH:20]=[CH:19][C:18]([O:21][CH3:22])=[C:17]([O:23][CH3:24])[CH:16]=2)[CH3:12])=[C:6]([N:27]2[CH:31]=[CH:30][CH:29]=[CH:28]2)[CH:5]=1. Procedure details: A portion (0.53 g, 1.25 mmol) of the 1-[4-nitro-2-(1H-pyrrol-1-yl)phenoxy]-2-[N-(3,4-dimethoxyphenethyl)-N-methylamino]ethane produced in (3) above was dissolved in 50 ml of a 1:1 solvent system of ethyl acetate and methanol and 10% Pd/C (0.15 g) was slowly added to the solution, which was thereafter stirred at ordinary temperatures for 10 min as hydrogen gas was injected. Thereafter, the reaction mixture was filtered through Celite and the filtrate was evaporated, with the residue being purifie... The yield is 6.0%. As a reaction SMILES: [CH3:1][O:2][C:3]1[CH:8]=[CH:7][C:6]([CH:9]([NH:12][C:13]2[CH:18]=[CH:17][C:16]([S:19](=[O:22])(=[O:21])[NH2:20])=[CH:15][CH:14]=2)[C:10]#N)=[CH:5][CH:4]=1.O=[CH:24][C:25](=C)[CH3:26]>>[CH3:1][O:2][C:3]1[CH:8]=[CH:7][C:6]([C:9]2[N:12]([C:13]3[CH:18]=[CH:17][C:16]([S:19](=[O:22])(=[O:21])[NH2:20])=[CH:15][CH:14]=3)[CH:24]=[C:25]([CH3:26])[CH:10]=2)=[CH:5][CH:4]=1. Procedure details: Following a procedure similar to that described in Example 1(iii), but using α-(4-methoxyphenyl)-α-(4-sulfamoylanilino)acetonitrile [prepared as described in step (ii) above] and methacrolein as starting materials, the title compound was obtained as a pale brown powder (yield 6%), melting at 163-166° C. Product: COC1=CC=C(C=C1)C=1N(C=C(C1)C)C1=CC=C(C=C1)S(N)(=O)=O (2-(4-Methoxyphenyl)-4-methyl-1-(4-sulfamoylphenyl)pyrrole), powder. The reactants are COC1=CC=C(C=C1)C(C#N)NC1=CC=C(C=C1)S(N)(=O)=O (α-(4-methoxyphenyl)-α-(4-sulfamoylanilino)acetonitrile), O=CC(C)=C (methacrolein). Starting materials: C1COCCOCCOCCOCCOCCO1 (18-crown-6), N1=CC=CC2=CC=CC=C12 (quinoline), [F-].[K+] (KF), C1=C(C=CC2=CC=CC=C12)C=O (2-naphthaldehyde), FC(S(=O)(=O)OC1=C(C=CC=C1)[Si](C)(C)C)(F)F (2-(trimethylsilyl)phenyl trifluoromethanesulfonate), Pet. ether EtOAc. Run in C1CCOC1 (THF). The product is C1=C(C=CC2=CC=CC=C12)C1C2=C(N3C(C=CC4=CC=CC=C34)O1)C=CC=C2 (5-(naphthalen-2-yl)-5H,6aH-benzo[4,5][1,3]oxazino[3,2-a]quinoline). Isolated yield 50.0%. As a reaction SMILES: [N:1]1[C:10]2[C:5](=[CH:6][CH:7]=[CH:8][CH:9]=2)[CH:4]=[CH:3][CH:2]=1.[CH:11]1[C:20]2[C:15](=[CH:16][CH:17]=[CH:18][CH:19]=2)[CH:14]=[CH:13][C:12]=1[CH:21]=[O:22].FC(F)(F)S(O[C:29]1[CH:34]=[CH:33][CH:32]=[CH:31][C:30]=1[Si](C)(C)C)(=O)=O.[F-].[K+].C1OCCOCCOCCOCCOCCOC1>C1COCC1>[CH:11]1[C:20]2[C:15](=[CH:16][CH:17]=[CH:18][CH:19]=2)[CH:14]=[CH:13][C:12]=1[CH:21]1[O:22][CH:2]2[CH:3]=[CH:4][C:5]3[C:10]([N:1]2[C:30]2[CH:31]=[CH:32][CH:33]=[CH:34][C:29]1=2)=[CH:9][CH:8]=[CH:7][CH:6]=3 |f:3.4|. Reported procedure: Following the general procedure, treatment of quinoline (0.064 g, 59 μL, 0.50 mmol) and 2-naphthaldehyde (0.117 g, 0.75 mmol) with 2-(trimethylsilyl)phenyl trifluoromethanesulfonate (0.179 g, 146 μL, 0.60 mmol) in the presence of KF (0.070 g, 1.2 mmol) and 18-crown-6 (0.317 g, 1.2 mmol) in THF (2.0 mL) at −10° C. to room temperature for 12 hrs followed by flash column chromatography (Pet. ether/EtOAc=75/25) of the crude reaction mixture afforded 5-(naphthalen-2-yl)-5H,6aH-benzo[4,5][1,3]oxazino[... Reactants: O=C(O)CBr, [H-], [Na+], C1CCOC1, OC1Cc2ccccc2C#Cc2ccccc21. The product is O=C(O)COC1Cc2ccccc2C#Cc2ccccc21. RXN SMILES: [Br:1][CH2:2][C:3](=[O:4])[OH:5].[H-:6].[Na+:7].[O:25]1[CH2:26][CH2:27][CH2:28][CH2:29]1.[cH:8]1[cH:9][cH:10][cH:11][c:12]2[c:13]1[C:14]#[C:15][c:16]1[c:17]([cH:21][cH:22][cH:23][cH:24]1)[CH2:18][CH:19]2[OH:20]>>[CH2:2]([C:3](=[O:4])[OH:5])[O:20][CH:19]1[c:12]2[cH:11][cH:10][cH:9][cH:8][c:13]2[C:14]#[C:15][c:16]2[c:17]([cH:21][cH:22][cH:23][cH:24]2)[CH2:18]1. Reactants: NC1=NN2C(N=CC(=C2)F)=C1C(=O)NC=1C=NC=CC1N1CCC(CC1)C(=O)OC(C)(C)C (tert-butyl 1-(3-(2-amino-6-fluoropyrazolo[1,5-a]pyrimidine-3-carboxamido)pyridin-4-yl)piperidine-4-carboxylate), C(=O)(C(F)(F)F)O (TFA). Solvent: C(Cl)Cl (DCM). Reaction conditions: time 5 hour. The product is NC1=NN2C(N=CC(=C2)F)=C1C(=O)NC=1C=NC=C(C1N1CCC(CC1)C(=O)O)F (1-(3-(2-amino-6-fluoropyrazolo[1,5-a]pyrimidine-3-carboxamido)-5-fluoropyridin-4-yl)piperidine-4-carboxylic acid). Reaction SMILES: [NH2:1][C:2]1[C:11]([C:12]([NH:14][C:15]2[CH:16]=[N:17][CH:18]=[CH:19][C:20]=2[N:21]2[CH2:26][CH2:25][CH:24]([C:27]([O:29]C(C)(C)C)=[O:28])[CH2:23][CH2:22]2)=[O:13])=[C:5]2[N:6]=[CH:7][C:8]([F:10])=[CH:9][N:4]2[N:3]=1.C(O)(C(F)(F)[F:37])=O>C(Cl)Cl>[NH2:1][C:2]1[C:11]([C:12]([NH:14][C:15]2[CH:16]=[N:17][CH:18]=[C:19]([F:37])[C:20]=2[N:21]2[CH2:22][CH2:23][CH:24]([C:27]([OH:29])=[O:28])[CH2:25][CH2:26]2)=[O:13])=[C:5]2[N:6]=[CH:7][C:8]([F:10])=[CH:9][N:4]2[N:3]=1. Procedure: tert-butyl 1-(3-(2-amino-6-fluoropyrazolo[1,5-a]pyrimidine-3-carboxamido)pyridin-4-yl)piperidine-4-carboxylate prepared according to methods similar to the one depicted in Example 1 was dissolved in DCM (5 mL). TFA (1 mL, 12.98 mmol) was added and the mixture was stirred at RT for 5 hr. The reaction mixture was concentrated to give 1-(3-(2-amino-6-fluoropyrazolo[1,5-a]pyrimidine-3-carboxamido)-5-fluoropyridin-4-yl)piperidine-4-carboxylic acid as a beige solid that was used in next step without f... Reactants: O (water), ClC1=C(C(=CC=C1)Cl)C(NC1=C(C=CC=C1)[N+](=O)[O-])C (2,6-dichloro-a-methyl-N-(2-nitrophenyl)benzenemethanamine), ClC1=C(C=O)C(=CC=C1)Cl (2,6-dichlorobenzaldehyde), C(C)(=O)O (acetic acid), [C-]#N.[K+] (potassium cyanide). Run at time 20 hour. The product is C(C)(=O)C1=C(C=C2CCCC2=C1)NC(C#N)C1=C(C=CC=C1Cl)Cl ((±)-α-[(6-acetyl-2,3-dihydro-1H-inden-5-yl)amino]-2,6-dichlorobenzeneacetonitrile). Yield: 83.5%. RXN SMILES: [Cl:1][C:2]1[CH:7]=[CH:6][CH:5]=[C:4]([Cl:8])[C:3]=1[CH:9]([CH3:20])[NH:10][C:11]1[CH:16]=[CH:15][CH:14]=[CH:13][C:12]=1[N+]([O-])=O.Cl[C:22]1[CH:29]=[CH:28]C=C(Cl)C=1C=O.[C-]#[N:32].[K+].O.[C:35]([OH:38])(=O)[CH3:36]>>[C:35]([C:12]1[CH:13]=[C:14]2[C:15]([CH2:22][CH2:29][CH2:28]2)=[CH:16][C:11]=1[NH:10][CH:9]([C:3]1[C:2]([Cl:1])=[CH:7][CH:6]=[CH:5][C:4]=1[Cl:8])[C:20]#[N:32])(=[O:38])[CH3:36] |f:2.3|. Reported procedure: A solution of 3.5 g of intermediate (2) and 4.72 g of 2,6-dichlorobenzaldehyde in 100 ml of acetic acid was stirred for 2 hours at room temperature. 1.75 g of potassium cyanide was added and after stirring for 20 hours at room temperature, the reaction mixture was poured into water. The precipitated product was filtered off, washed with water and recrystallized from 2-propanol. The product was filtered off and dried, yielding 6 g (83.5%) of (±)-α-[(6-acetyl-2,3-dihydro-1H-inden-5-yl)amino]-2,6-d... Starting materials: [N+](=O)([O-])C1=C(C=CC(=C1)N1CCOCC1)N1CCOCC1 (4,4′-(2-nitro-1,4-phenylene)dimorpholine), stannous chloride, dihydrate. The solvent is CCOC(=O)C (EtOAc). Run at time 10 minute. The product is O1CCN(CC1)C1=C(N)C=C(C=C1)N1CCOCC1 (2,5-dimorpholinoaniline). RXN SMILES: [N+:1]([C:4]1[CH:9]=[C:8]([N:10]2[CH2:15][CH2:14][O:13][CH2:12][CH2:11]2)[CH:7]=[CH:6][C:5]=1[N:16]1[CH2:21][CH2:20][O:19][CH2:18][CH2:17]1)([O-])=O>CCOC(C)=O>[O:19]1[CH2:20][CH2:21][N:16]([C:5]2[CH:6]=[CH:7][C:8]([N:10]3[CH2:11][CH2:12][O:13][CH2:14][CH2:15]3)=[CH:9][C:4]=2[NH2:1])[CH2:17][CH2:18]1. Reported procedure: To a stirred solution of 4,4′-(2-nitro-1,4-phenylene)dimorpholine (5.6 g, 19 mmol) in EtOAc (90 mL) was added stannous chloride, dihydrate (18 g, 95 mmol). The reaction was stirred at rt for 10 min and at reflux for 90 min. After this time the reaction was cooled to rt and a precipitate formed. The precipitate was collected and washed with 1N NaOH (40 mL), water (50 mL) and brine (50 mL) and dried under vacuum overnight. After this time the solid was dissolved in EtOAc (200 mL) and washed with 1... Starting materials: CC(=O)OC1CSC(Oc2cncc(I)c2)C(OC(C)=O)C1OC(C)=O, CS(C)=O, CNCCNC, CCOC(C)=O, [Cu+2], O=S(=O)([O-])C(F)(F)F, O=S(=O)([O-])C(F)(F)F, O, O=S([O-])c1ccccc1, c1ccccc1. Yields the product CC(=O)OC1CSC(Oc2cncc(S(=O)(=O)c3ccccc3)c2)C(OC(C)=O)C1OC(C)=O. As a reaction SMILES: [C:1]([CH3:2])(=[O:3])[O:4][CH:5]1[CH:6]([O:7][c:8]2[cH:9][n:10][cH:11][c:12]([I:14])[cH:13]2)[S:15][CH2:16][CH:17]([O:23][C:24]([CH3:25])=[O:26])[CH:18]1[O:19][C:20]([CH3:21])=[O:22].[CH3:27][S:28]([CH3:29])=[O:30].[CH3:40][NH:41][CH2:42][CH2:43][NH:44][CH3:45].[CH3:69][CH2:70][O:71][C:72](=[O:73])[CH3:74].[Cu+2:54].[F:46][C:47]([F:48])([F:49])[S:50]([O-:51])(=[O:52])=[O:53].[F:61][C:62]([F:63])([F:64])[S:65]([O-:66])(=[O:67])=[O:68].[OH2:75].[c:31]1([S:37](=[O:38])[O-:39])[cH:32][cH:33][cH:34][cH:35][cH:36]1.[cH:55]1[cH:56][cH:57][cH:58][cH:59][cH:60]1>>[C:1]([CH3:2])(=[O:3])[O:4][CH:5]1[CH:6]([O:7][c:8]2[cH:9][n:10][cH:11][c:12]([S:37]([c:31]3[cH:32][cH:33][cH:34][cH:35][cH:36]3)(=[O:38])=[O:39])[cH:13]2)[S:15][CH2:16][CH:17]([O:23][C:24]([CH3:25])=[O:26])[CH:18]1[O:19][C:20]([CH3:21])=[O:22]. Reactants: C1(=CC=CC=C1)C(CC(=O)O)CC(=O)O (3-Phenylglutaric acid), C1(CCCCC1)N=C=NC1CCCCC1 (dicyclohexylcarbodiimide). The solvent is C(Cl)Cl (CH2Cl2), C(Cl)Cl (CH2Cl2), CCCCCC (hexane). Run at time 48 hour. Product: C1(=CC=CC=C1)C1CC(=O)OC(C1)=O (3-Phenylglutaric anhydride). Isolated yield 58.0%. As a reaction SMILES: [C:1]1([CH:7]([CH2:12][C:13]([OH:15])=[O:14])[CH2:8][C:9]([OH:11])=O)[CH:6]=[CH:5][CH:4]=[CH:3][CH:2]=1.C1(N=C=NC2CCCCC2)CCCCC1>C(Cl)Cl.CCCCCC>[C:1]1([CH:7]2[CH2:8][C:9](=[O:11])[O:15][C:13](=[O:14])[CH2:12]2)[CH:2]=[CH:3][CH:4]=[CH:5][CH:6]=1. Procedure details: 3-Phenylglutaric acid (100 g) in CH2Cl2 (800 mL) was treated with dicyclohexylcarbodiimide (104 g) in CH2Cl2 (400 mL) over 30 minutes. The resulting mixture was stirred at ambient temperature for 48 hours. The reaction mixture was then diluted with hexane (800 mL) and filtered. The filtrate was concentrated under reduced pressure and the residue crystallized from ethyl acetate/hexane to afford the title compound (53 g). Reactants: C=Cc1cc(S(=O)(=O)Nc2ccccc2C)cc2ccoc12, Cl, [O-][I+3]([O-])([O-])[O-], [Na+], C1COCCO1, O, Cc1cccc(C)n1. Yields the product Cc1ccccc1NS(=O)(=O)c1cc(C=O)c2occc2c1. As a reaction SMILES: [CH3:1][c:2]1[c:3]([NH:8][S:9](=[O:10])(=[O:11])[c:12]2[cH:13][c:14]([CH:21]=[CH2:22])[c:15]3[c:16]([cH:17][cH:18][o:19]3)[cH:20]2)[cH:4][cH:5][cH:6][cH:7]1.[ClH:29].[I+3:23]([O-:24])([O-:25])([O-:26])[O-:27].[Na+:28].[O:30]1[CH2:31][CH2:32][O:33][CH2:34][CH2:35]1.[OH2:44].[n:36]1[c:37]([CH3:38])[cH:39][cH:40][cH:41][c:42]1[CH3:43]>>[CH3:1][c:2]1[c:3]([NH:8][S:9](=[O:10])(=[O:11])[c:12]2[cH:13][c:14]([CH:21]=[O:24])[c:15]3[c:16]([cH:17][cH:18][o:19]3)[cH:20]2)[cH:4][cH:5][cH:6][cH:7]1.